From a dataset of the Open Reaction Database (ORD), a public repository of structured organic reaction records. describe an organic reaction: reactants, conditions, products, and yield Reaction SMILES: [Br:1][C:2]1[CH:3]=[C:4]2[C:8](=[CH:9][CH:10]=1)[NH:7][N:6]=[C:5]2[CH3:11].F[B-](F)(F)F.[CH2:17]([O+](CC)CC)[CH3:18].[OH-].[Na+]>C(OCC)(=O)C>[Br:1][C:2]1[CH:10]=[CH:9][C:8]2[C:4](=[C:5]([CH3:11])[N:6]([CH2:17][CH3:18])[N:7]=2)[CH:3]=1 |f:1.2,3.4|. Conditions: time 8 hour. Reactants: BrC=1C=C2C(=NNC2=CC1)C (5-bromo-3-methyl-1H-indazole), F[B-](F)(F)F.C(C)[O+](CC)CC (triethyloxonium tetrafluoroborate), [OH-].[Na+] (sodium hydroxide). Procedure details: To a solution of 5-bromo-3-methyl-1H-indazole (8.44 g) in ethyl acetate (100 ml) was added dropwise triethyloxonium tetrafluoroborate (1 M dichloromethane solution, 60 ml) at room temperature, and the mixture was stirred at the same temperature overnight. To the reaction mixture was added a 1 M aqueous sodium hydroxide solution, and the mixture was extracted with ethyl acetate. The organic layer was washed with saturated brine, dried over anhydrous magnesium sulfate, and concentrated under reduc... Solvent: C(C)(=O)OCC (ethyl acetate). The product is BrC1=CC2=C(N(N=C2C=C1)CC)C (5-bromo-2-ethyl-3-methyl-2H-indazole). The reactants are ClCC1=NC=NC=C1 (4-(chloromethyl)pyrimidine), C1(C=2C(C(N1)=O)=CC=CC2)=O.[K] (potassium phthalimide). Solvent: CN(C=O)C (N,N-dimethylformamide). Yields the product N1=CN=C(C=C1)CN1C(C2=CC=CC=C2C1=O)=O (2-(pyrimidin-4-ylmethyl)isoindoline-1,3-dione). Isolated yield 40.0%. Reaction SMILES: Cl[CH2:2][C:3]1[CH:8]=[CH:7][N:6]=[CH:5][N:4]=1.[C:9]1(=[O:19])[NH:13][C:12](=[O:14])[C:11]2=[CH:15][CH:16]=[CH:17][CH:18]=[C:10]12.[K]>CN(C)C=O>[N:6]1[CH:7]=[CH:8][C:3]([CH2:2][N:13]2[C:9](=[O:19])[C:10]3[C:11](=[CH:15][CH:16]=[CH:17][CH:18]=3)[C:12]2=[O:14])=[N:4][CH:5]=1 |f:1.2,^1:19|. Procedure details: A solution of 4-(chloromethyl)pyrimidine (4.10 g, 31.9 mmol, prepared according to R. W. Carling et al., J. Med. Chem., (2004), Vol. 47, pp. 1807-1822) and potassium phthalimide (5.91 g, 31.89 mmol) in N,N-dimethylformamide (60 mL) was heated to 110° C. for 16 hours. The reaction mixture was cooled to ambient temperature, and concentrated in vacuo. The residue was dissolved in dichloromethane (100 mL), washed with water (50 mL) and brine (50 ml). The organic layer was dried over anhydrous sodium... The reactants are O=S(=O)(Oc1cccc2c1CC(N(Cc1ccccc1)Cc1ccccc1)CO2)C(F)(F)F, OB(O)c1cncnc1. The product is c1ccc(CN(Cc2ccccc2)C2COc3cccc(-c4cncnc4)c3C2)cc1. Reaction SMILES: [F:10][C:11]([F:12])([F:13])[S:14]([O:15][c:16]1[c:17]2[c:22]([cH:23][cH:24][cH:25]1)[O:21][CH2:20][CH:19]([N:26]([CH2:27][c:28]1[cH:29][cH:30][cH:31][cH:32][cH:33]1)[CH2:34][c:35]1[cH:36][cH:37][cH:38][cH:39][cH:40]1)[CH2:18]2)(=[O:41])=[O:42].[n:1]1[cH:2][n:3][cH:4][c:5]([B:7]([OH:8])[OH:9])[cH:6]1>>[n:1]1[cH:2][n:3][cH:4][c:5](-[c:16]2[c:17]3[c:22]([cH:23][cH:24][cH:25]2)[O:21][CH2:20][CH:19]([N:26]([CH2:27][c:28]2[cH:29][cH:30][cH:31][cH:32][cH:33]2)[CH2:34][c:35]2[cH:36][cH:37][cH:38][cH:39][cH:40]2)[CH2:18]3)[cH:6]1. The reactants are CC(=O)O, Clc1ccc(Oc2ccc(Cl)nn2)cc1. Yields the product O=c1ccc(Oc2ccc(Cl)cc2)n[nH]1. As a reaction SMILES: [CH3:16][C:17]([OH:18])=[O:19].[Cl:1][c:2]1[n:3][n:4][c:5]([O:8][c:9]2[cH:10][cH:11][c:12]([Cl:15])[cH:13][cH:14]2)[cH:6][cH:7]1>>[c:2]1(=[O:18])[nH:3][n:4][c:5]([O:8][c:9]2[cH:10][cH:11][c:12]([Cl:15])[cH:13][cH:14]2)[cH:6][cH:7]1. The reactants are ClC=1C=C(C=CC1)C#CC=1N=C(N(C1C)C1=CC(NC=C1)=O)C (4-[4-(3-chloro-phenylethynyl)-2,5-dimethyl-imidazol-1-yl]-1H-pyridin-2-one), ICCO (2-iodoethanol). Product: ClC=1C=C(C=CC1)C#CC=1N=C(N(C1C)C1=CC(N(C=C1)CCO)=O)C (4-[4-(3-chloro-phenylethynyl)-2,5-dimethyl-imidazol-1-yl]-1-(2-hydroxy-ethyl)-1H-pyridin-2-one). RXN SMILES: [Cl:1][C:2]1[CH:3]=[C:4]([C:8]#[C:9][C:10]2[N:11]=[C:12]([CH3:23])[N:13]([C:16]3[CH:21]=[CH:20][NH:19][C:18](=[O:22])[CH:17]=3)[C:14]=2[CH3:15])[CH:5]=[CH:6][CH:7]=1.I[CH2:25][CH2:26][OH:27]>>[Cl:1][C:2]1[CH:3]=[C:4]([C:8]#[C:9][C:10]2[N:11]=[C:12]([CH3:23])[N:13]([C:16]3[CH:21]=[CH:20][N:19]([CH2:25][CH2:26][OH:27])[C:18](=[O:22])[CH:17]=3)[C:14]=2[CH3:15])[CH:5]=[CH:6][CH:7]=1. Reported procedure: The title compound, white crystalline solid, MS: m/e=368.1, 370.1 (M+H+), was prepared in accordance with the general method of example 3 from 4-[4-(3-chloro-phenylethynyl)-2,5-dimethyl-imidazol-1-yl]-1H-pyridin-2-one and 2-iodoethanol. The reactants are [H-].[Na+] (Sodium hydride), C(C)(C)(C)OC(=O)N1C(OC(C1CC1=CC=CC=C1)CC1C(CCC(C1)O)C(NC(C)(C)C)=O)(C)C (4-benzyl-5-(2-tert-butylcarbamoyl-5-hydroxy-cyclohexylmethyl)-2,2-dimethyl-oxazolidine-3-carboxylic acid tert-butyl ester), CI (Methyl iodide). The solvent is CN(C=O)C (N,N-dimethylformamid). Reaction conditions: temperature 0 celsius. Product: C(C)(C)(C)OC(=O)N1C(OC(C1CC1=CC=CC=C1)CC1C(CCC(C1)OC)C(NC(C)(C)C)=O)(C)C (4-benzyl-5-(2-tert-butylcarbamoyl-5-methoxy-cyclohexylmethyl)-2,2-dimethyl-oxazolidine-3-carboxylic acid tert-butyl ester). Yield: 60.5%. Reaction SMILES: [H-].[Na+].[C:3]([O:7][C:8]([N:10]1[CH:14]([CH2:15][C:16]2[CH:21]=[CH:20][CH:19]=[CH:18][CH:17]=2)[CH:13]([CH2:22][CH:23]2[CH2:28][CH:27]([OH:29])[CH2:26][CH2:25][CH:24]2[C:30](=[O:36])[NH:31][C:32]([CH3:35])([CH3:34])[CH3:33])[O:12][C:11]1([CH3:38])[CH3:37])=[O:9])([CH3:6])([CH3:5])[CH3:4].[CH3:39]I>CN(C)C=O>[C:3]([O:7][C:8]([N:10]1[CH:14]([CH2:15][C:16]2[CH:21]=[CH:20][CH:19]=[CH:18][CH:17]=2)[CH:13]([CH2:22][CH:23]2[CH2:28][CH:27]([O:29][CH3:39])[CH2:26][CH2:25][CH:24]2[C:30](=[O:36])[NH:31][C:32]([CH3:35])([CH3:34])[CH3:33])[O:12][C:11]1([CH3:38])[CH3:37])=[O:9])([CH3:5])([CH3:6])[CH3:4] |f:0.1|. Procedure details: Sodium hydride (60% w/w in mineral oil, 20 mg, 0.52 mmol) was added to a solution of 4-benzyl-5-(2-tert-butylcarbamoyl-5-hydroxy-cyclohexylmethyl)-2,2-dimethyl-oxazolidine-3-carboxylic acid tert-butyl ester (200 mg, 0.40 mmol) in dry N,N-dimethylformamid (4 ml) stirred at 0° C. under nitrogen. The resulting mixture was stirred at 0° C. until gas evolution had ceased. Methyl iodide (40 μl, 0.6 mmol) was then added, and the solution was allowed to warm to room temperature and stirred for 20 hours.... Reactants: C(C1=CC=CC=C1)C=1C(NNC1C(C)C)=O (4-Benzyl-1,2-dihydro-5-isopropyl-3H-pyrazol-3-one), anhydride, C(=O)O (formic acid), C(C)(=O)O (acetic acid). The reagents and catalysts are C(C)(=O)O (acetic acid). Solvent: O1CCCC1 (tetrahydrofuran). Reaction conditions: time 5 hour. The product is C(C1=CC=CC=C1)C=1C(NN(C1C(C)C)C=O)=O (4-benzyl-1,2-dihydro-1-formyl-5-isopropyl-3H-pyrazol-3-one). Reaction SMILES: [CH2:1]([C:8]1[C:9](=[O:16])[NH:10][NH:11][C:12]=1[CH:13]([CH3:15])[CH3:14])[C:2]1[CH:7]=[CH:6][CH:5]=[CH:4][CH:3]=1.[CH:17](O)=[O:18].C(O)(=O)C>O1CCCC1.C(O)(=O)C>[CH2:1]([C:8]1[C:9](=[O:16])[NH:10][N:11]([CH:17]=[O:18])[C:12]=1[CH:13]([CH3:14])[CH3:15])[C:2]1[CH:3]=[CH:4][CH:5]=[CH:6][CH:7]=1. Procedure details: 4-Benzyl-1,2-dihydro-5-isopropyl-3H-pyrazol-3-one (1.00 g) was dissolved in tetrahydrofuran (10 mL) at room temperature. A mixed anhydride of formic acid and acetic acid (0.489 g) and acetic acid (0.0140 g) were successively added to the solution. After stirring the reaction mixture at room temperature for 5 hours, the solvent was removed under reduced pressure. The residue was purified by column chromatography on silica gel (eluent: n-hexane:ethyl acetate=4:1) to give 4-benzyl-1,2-dihydro-1-for...